This data is from the Open Reaction Database (ORD), a public repository of structured organic reaction records. The task is: describe an organic reaction: reactants, conditions, products, and yield Reactants: C1CCOC1, CN1CCN(c2ccc([N+](=O)[O-])c(NS(=O)(=O)c3ccccc3)c2)CC1, COc1ccc(S(=O)(=O)Cl)cc1OC, CCO, NN, O. As a reaction SMILES: [CH2:44]1[O:45][CH2:46][CH2:47][CH2:48]1.[CH3:1][N:2]1[CH2:3][CH2:4][N:5]([c:8]2[cH:9][cH:10][c:11]([N+:24]([O-:25])=[O:26])[c:12]([NH:14][S:15](=[O:16])(=[O:17])[c:18]3[cH:19][cH:20][cH:21][cH:22][cH:23]3)[cH:13]2)[CH2:6][CH2:7]1.[CH3:30][O:31][c:32]1[cH:33][c:34]([S:40](=[O:41])(=[O:42])[Cl:43])[cH:35][cH:36][c:37]1[O:38][CH3:39].[CH3:49][CH2:50][OH:51].[NH2:28][NH2:29].[OH2:27]>>[CH3:1][N:2]1[CH2:3][CH2:4][N:5]([c:8]2[cH:9][cH:10][c:11]([NH:24][S:40]([c:34]3[cH:33][c:32]([O:31][CH3:30])[c:37]([O:38][CH3:39])[cH:36][cH:35]3)(=[O:41])=[O:42])[c:12]([NH:14][S:15](=[O:16])(=[O:17])[c:18]3[cH:19][cH:20][cH:21][cH:22][cH:23]3)[cH:13]2)[CH2:6][CH2:7]1.[ClH:43]. Product: COc1ccc(S(=O)(=O)Nc2ccc(N3CCN(C)CC3)cc2NS(=O)(=O)c2ccccc2)cc1OC, Cl. The reactants are Clc1ccccc1, O=C(Cl)Cl, NC1CCCCC1. Yields the product O=C=NC1CCCCC1. As a reaction SMILES: [Cl:12][c:13]1[cH:14][cH:15][cH:16][cH:17][cH:18]1.[Cl:1][C:2]([Cl:3])=[O:4].[NH2:5][CH:6]1[CH2:7][CH2:8][CH2:9][CH2:10][CH2:11]1>>[C:2](=[O:4])=[N:5][CH:6]1[CH2:7][CH2:8][CH2:9][CH2:10][CH2:11]1.